This data is from the Open Reaction Database (ORD), a public repository of structured organic reaction records. The task is: describe an organic reaction: reactants, conditions, products, and yield Reactants: Cl (hydrochloric acid), ClC=1C=C2C(=CNC2=CC1)CCCC(=O)O (4-(5-chloroindol-3-yl)butyric acid), C(C1=CC=CC=C1)Br (benzyl bromide), C([O-])([O-])=O.[K+].[K+] (potassium carbonate). Run in C(C)(=O)OCC (ethyl acetate), CN(C=O)C (N,N-dimethylformamide). Run at temperature 25 celsius, time 4.5 hour. The product is ClC=1C=C2C(=CNC2=CC1)CCCC(=O)OCC1=CC=CC=C1 (benzyl 4-(5-chloroindol-3-yl)butyrate). Yield: 67.7%. Reaction SMILES: [Cl:1][C:2]1[CH:3]=[C:4]2[C:8](=[CH:9][CH:10]=1)[NH:7][CH:6]=[C:5]2[CH2:11][CH2:12][CH2:13][C:14]([OH:16])=[O:15].[CH2:17](Br)[C:18]1[CH:23]=[CH:22][CH:21]=[CH:20][CH:19]=1.C(=O)([O-])[O-].[K+].[K+].Cl>CN(C)C=O.C(OCC)(=O)C>[Cl:1][C:2]1[CH:3]=[C:4]2[C:8](=[CH:9][CH:10]=1)[NH:7][CH:6]=[C:5]2[CH2:11][CH2:12][CH2:13][C:14]([O:16][CH2:17][C:18]1[CH:23]=[CH:22][CH:21]=[CH:20][CH:19]=1)=[O:15] |f:2.3.4|. Procedure details: A mixture of 4-(5-chloroindol-3-yl)butyric acid (1.50 g), benzyl bromide (1.10 g) and potassium carbonate (0.987 in N,N-dimethylformamide (12 ml) was stirred at 25° C. for 4.5 hours. The mixture was poured into a mixture of ethyl acetate and 1N hydrochloric acid. The organic layer was separated, washed with water and brine, and dried over magnesium sulfate. After evaporation of solvent, the residue was chromatographed on silica gel (40 g) eluting with a mixture of hexane and ethyl acetate (10:1)... Reaction SMILES: [O:1]1[CH2:7][CH:6]([CH2:8][NH2:9])[CH2:5][O:4][C:3]2[CH:10]=[CH:11][CH:12]=[CH:13][C:2]1=2.[S:14](N)([NH2:17])(=[O:16])=[O:15].C(Cl)(Cl)Cl>O1CCOCC1>[O:1]1[CH2:7][CH:6]([CH2:8][NH:9][S:14]([NH2:17])(=[O:16])=[O:15])[CH2:5][O:4][C:3]2[CH:10]=[CH:11][CH:12]=[CH:13][C:2]1=2. Reactants: O1C2=C(OCC(C1)CN)C=CC=C2 (((3,4-Dihydro-2H-benzo[b][1,4]dioxepin-3-yl)methyl)amine), S(=O)(=O)(N)N (sulfamide), C(Cl)(Cl)Cl (Chloroform). The product is O1C2=C(OCC(C1)CNS(=O)(=O)N)C=CC=C2 (((3,4-Dihydro-2H-benzo[b][1,4]dioxepin-3-yl)methyl)sulfamide). Solvent: O1CCOCC1 (dioxane). Procedure details: ((3,4-Dihydro-2H-benzo[b][1,4]dioxepin-3-yl)methyl)amine (2.90 g, 16.2 mmol) and sulfamide (3.11 g, 32.4 mmol) were combined in dry dioxane (60 ml) and heated to reflux overnight. Chloroform was added and the precipitate was removed by filtration. The filtrate was concentrated under vacuum and purified by chromatography (2% to 8% acetone in dichloromethane) to yield the title compound as an off-white solid. Reactants: ClC1=NC(=NC(=C1NC=O)Cl)NC=O (4,6-Dichloro-2,5-diformamidopyrimidine), C(C)(=O)OCC(CCP(OCC)(OCC)=O)CON (diethyl 3-(acetoxymethyl)-4-(aminooxy)-butylphosphonate), C(C)(C)N(C(C)C)CC (N,N-diisopropylethylamine). Solvent: COCCOCCOC (diglyme). Run at temperature 100 celsius, time 3 hour. Yields the product ClC1=NC(=NC(=C1NC=O)NOCC(CCP(=O)(OCC)OCC)COC(C)=O)NC=O (4-Chloro-6-[2-(acetoxymethyl)-4-(diethoxyphosphoryl)butoxyamino] 2,5-diformamidopyrimidine). The yield is 75.9%. RXN SMILES: Cl[C:2]1[C:7]([NH:8][CH:9]=[O:10])=[C:6]([Cl:11])[N:5]=[C:4]([NH:12][CH:13]=[O:14])[N:3]=1.[C:15]([O:18][CH2:19][CH:20]([CH2:31][O:32][NH2:33])[CH2:21][CH2:22][P:23](=[O:30])([O:27][CH2:28][CH3:29])[O:24][CH2:25][CH3:26])(=[O:17])[CH3:16].C(N(CC)C(C)C)(C)C>COCCOCCOC>[Cl:11][C:6]1[C:7]([NH:8][CH:9]=[O:10])=[C:2]([NH:33][O:32][CH2:31][CH:20]([CH2:19][O:18][C:15](=[O:17])[CH3:16])[CH2:21][CH2:22][P:23]([O:24][CH2:25][CH3:26])([O:27][CH2:28][CH3:29])=[O:30])[N:3]=[C:4]([NH:12][CH:13]=[O:14])[N:5]=1. Procedure details: 4,6-Dichloro-2,5-diformamidopyrimidine (0.390 g, 1.66 mmol), diethyl 3-(acetoxymethyl)-4-(aminooxy)-butylphosphonate (0.380 g, 1.275 mmol) and N,N-diisopropylethylamine (0.58 ml, 3.22 mmol) were dissolved in diglyme (15 ml) and the resulting mixture was stirred at 100° C. for 3 hours. The reaction mixture was then allowed to cool, N,N-diisopropylethylamine hydrochloride was filtered off and the filtrate was evaporated to dryness. The residue was chromatographed on silica gel (eluting with chloro... Starting materials: C(C1=CC=CC=C1)OC(=O)N1CCC(CC1)NC(=O)[C@H]1NCC(CC1)=NOCC1=CC=CC=C1 (4-[({(2S)-5-[(benzyloxy)imino]piperidin-2-yl}carbonyl)amino]piperidine-1-carboxylic acid benzyl ester), S(O)(O)(=O)=O (Sulfuric acid), [BH4-].[Na+] (sodium borohydride), C(O)([O-])=O.[Na+] (sodium hydrogen carbonate). Solvent: C(C)#N (acetonitrile), O1CCCC1 (tetrahydrofuran). Run at temperature -10 celsius, time 21 hour. Yields the product C(C1=CC=CC=C1)OC(=O)N1CCC(CC1)NC(=O)[C@H]1NC[C@@H](CC1)NOCC1=CC=CC=C1 (4-[({(2S,5R)-5-[(benzyloxy)amino]piperidin-2-yl}carbonyl)amino]piperidine-1-carboxylic acid benzyl ester). The yield is 79.0%. Reaction SMILES: [CH2:1]([O:8][C:9]([N:11]1[CH2:16][CH2:15][CH:14]([NH:17][C:18]([C@@H:20]2[CH2:25][CH2:24][C:23](=[N:26][O:27][CH2:28][C:29]3[CH:34]=[CH:33][CH:32]=[CH:31][CH:30]=3)[CH2:22][NH:21]2)=[O:19])[CH2:13][CH2:12]1)=[O:10])[C:2]1[CH:7]=[CH:6][CH:5]=[CH:4][CH:3]=1.S(=O)(=O)(O)O.[BH4-].[Na+].C(=O)([O-])O.[Na+]>C(#N)C.O1CCCC1>[CH2:1]([O:8][C:9]([N:11]1[CH2:16][CH2:15][CH:14]([NH:17][C:18]([C@@H:20]2[CH2:25][CH2:24][C@@H:23]([NH:26][O:27][CH2:28][C:29]3[CH:34]=[CH:33][CH:32]=[CH:31][CH:30]=3)[CH2:22][NH:21]2)=[O:19])[CH2:13][CH2:12]1)=[O:10])[C:2]1[CH:7]=[CH:6][CH:5]=[CH:4][CH:3]=1 |f:2.3,4.5|. Procedure: To 4-[({(2S)-5-[(benzyloxy)imino]piperidin-2-yl}carbonyl)amino]piperidine-1-carboxylic acid benzyl ester (0.4641 g, 1.00 mmol), tetrahydrofuran (3.2 ml) and acetonitrile (0.8 ml) were added, and the obtained mixture was cooled down to −10° C. Sulfuric acid (0.588 g, 6.00 mmol) and subsequently sodium borohydride (0.113 g, 3.00 mmol) were added to the mixture, and after 21 hours of stirring, saturated sodium hydrogen carbonate aqueous solution (5 ml) was added. The reaction mixture was extracted ... The reactants are CC(C)(C)Nc1nc(F)c(F)cc1F, CN1CCCC1=O, ClC(Cl)Cl, NCc1ccccc1. The product is CC(C)(C)Nc1nc(NCc2ccccc2)c(F)cc1F. RXN SMILES: [C:8]([CH3:9])([CH3:10])([CH3:11])[NH:12][c:13]1[n:14][c:15]([F:21])[c:16]([F:20])[cH:17][c:18]1[F:19].[CH3:1][N:2]1[CH2:3][CH2:4][CH2:5][C:6]1=[O:7].[CH:30]([Cl:31])([Cl:32])[Cl:33].[NH2:22][CH2:23][c:24]1[cH:25][cH:26][cH:27][cH:28][cH:29]1>>[C:8]([CH3:9])([CH3:10])([CH3:11])[NH:12][c:13]1[n:14][c:15]([NH:22][CH2:23][c:24]2[cH:25][cH:26][cH:27][cH:28][cH:29]2)[c:16]([F:20])[cH:17][c:18]1[F:19]. Reactants: ClC1=NC(=CC2=C(C=CC=C12)Cl)OC(C)C (1,5-dichloro-3-isopropoxyisoquinoline), [F-].[Cs+] (CsF). Solvent: CS(=O)C (DMSO). Reaction conditions: temperature 140 celsius. Product: ClC1=C2C=C(N=C(C2=CC=C1)F)OC(C)C (5-chloro-1-fluoro-3-isopropoxyisoquinoline). Reaction SMILES: Cl[C:2]1[C:11]2[C:6](=[C:7]([Cl:12])[CH:8]=[CH:9][CH:10]=2)[CH:5]=[C:4]([O:13][CH:14]([CH3:16])[CH3:15])[N:3]=1.[F-:17].[Cs+]>CS(C)=O>[Cl:12][C:7]1[CH:8]=[CH:9][CH:10]=[C:11]2[C:6]=1[CH:5]=[C:4]([O:13][CH:14]([CH3:16])[CH3:15])[N:3]=[C:2]2[F:17] |f:1.2|. Procedure details: To a solution of 1,5-dichloro-3-isopropoxyisoquinoline (598 mg, 2.335 mmol) in DMSO (5 mL) was added CsF (390 mg, 2.57 mmol) and heated to 140° C. for 2 hrs. LC/MS showed the desired product. The reaction was diluted with ethyl acteate and washed with water, and brine. The organic phase was collected, dried over MgSO4, and concentrated under vacuum to give the crude product as a reddish brown solid. Crude material purified via silica gel chromatography (90 g column; 0-40% EtOAc:Hex) to get the p...